From a dataset of the Open Reaction Database (ORD), a public repository of structured organic reaction records. describe an organic reaction: reactants, conditions, products, and yield Starting materials: C(C)(C)(C)C1=CC=C(CNCC(F)C2=CC=C(C=C2)Cl)C=C1 ([rac]-(4-tert-butyl-benzyl)-[2-(4-chloro-phenyl)-2-fluoro-ethyl]-amine), ClC=1C=C2C=CNC2=C(C1)C(=O)O (5-chloro-1H-indole-7-carboxylic acid), CN(C)C(=[N+](C)C)ON1C2=C(C=CC=C2)N=N1.[B-](F)(F)(F)F (TBTU), C(C)(C)N(C(C)C)CC (N,N-diisopropylethyl amine). Solvent: O (water), CN(C)C=O (DMF), CN(C)C=O (DMF). Run at time 5 minute. Product: C(C)(C)(C)C1=CC=C(CN(C(=O)C=2C=C(C=C3C=CNC23)Cl)CC(F)C2=CC=C(C=C2)Cl)C=C1 ([rac]-5-Chloro-1H-indole-7-carboxylic acid (4-tert-butyl-benzyl)-[2-(4-chloro-phenyl)-2-fluoro-ethyl]-amide). The yield is 22.6%. As a reaction SMILES: [Cl:1][C:2]1[CH:3]=[C:4]2[C:8](=[C:9]([C:11]([OH:13])=O)[CH:10]=1)[NH:7][CH:6]=[CH:5]2.CN(C(ON1N=NC2C=CC=CC1=2)=[N+](C)C)C.[B-](F)(F)(F)F.C(N(CC)C(C)C)(C)C.[C:45]([C:49]1[CH:66]=[CH:65][C:52]([CH2:53][NH:54][CH2:55][CH:56]([C:58]2[CH:63]=[CH:62][C:61]([Cl:64])=[CH:60][CH:59]=2)[F:57])=[CH:51][CH:50]=1)([CH3:48])([CH3:47])[CH3:46]>CN(C=O)C.O>[C:45]([C:49]1[CH:66]=[CH:65][C:52]([CH2:53][N:54]([CH2:55][CH:56]([C:58]2[CH:59]=[CH:60][C:61]([Cl:64])=[CH:62][CH:63]=2)[F:57])[C:11]([C:9]2[CH:10]=[C:2]([Cl:1])[CH:3]=[C:4]3[C:8]=2[NH:7][CH:6]=[CH:5]3)=[O:13])=[CH:51][CH:50]=1)([CH3:48])([CH3:46])[CH3:47] |f:1.2|. Reported procedure: To a solution of 15 mg (0.08 mmol) of 5-chloro-1H-indole-7-carboxylic acid and 24 mg of TBTU (0.08 mmol) in 1.5 ml DMF, were added 0.066 ml (0.38 mmol) of N,N-diisopropylethyl amine in 1 ml DMF. After stirring for 5 min at rt, 25 mg (0.08 mmol) of [rac]-(4-tert-butyl-benzyl)-[2-(4-chloro-phenyl)-2-fluoro-ethyl]-amine were added. After stirring for 17 h at rt, the reaction mixture was diluted with 40 ml water and extracted with EtOAc (2×). The combined organic phases were washed with water and br... Starting materials: C12(CCC(CC1)N2C(=O)OCC2=CC=CC=C2)C(=O)OC(C)(C)C (7-benzyl 1-tert-butyl 7-azabicyclo[2.2.1]heptane-1,7-dicarboxylate). The solvent is C(=O)(C(F)(F)F)O.C(Cl)Cl.O (TFA DCM H2O). Product: C(C1=CC=CC=C1)OC(=O)N1C2(CCC1CC2)C(=O)O (7-[(benzyloxy)carbonyl]-7-azabicyclo[2.2.1]heptane-1-carboxylic acid). RXN SMILES: [C:1]12([C:18]([O:20]C(C)(C)C)=[O:19])[N:7]([C:8]([O:10][CH2:11][C:12]3[CH:17]=[CH:16][CH:15]=[CH:14][CH:13]=3)=[O:9])[CH:4]([CH2:5][CH2:6]1)[CH2:3][CH2:2]2>C(O)(C(F)(F)F)=O.C(Cl)Cl.O>[CH2:11]([O:10][C:8]([N:7]1[CH:4]2[CH2:3][CH2:2][C:1]1([C:18]([OH:20])=[O:19])[CH2:6][CH2:5]2)=[O:9])[C:12]1[CH:13]=[CH:14][CH:15]=[CH:16][CH:17]=1 |f:1.2.3|. Reported procedure: 7-benzyl 1-tert-butyl 7-azabicyclo[2.2.1]heptane-1,7-dicarboxylate (C-34)(synthesized following the procedure reported in J.O.C, 1996, 61, 6313-6325) was stirred in TFA/DCM/H2O (95/5/5, 0.3 M) for 10 minutes. Evaporation of the solvent afforded the titled compound (C-35). The reactants are CN(C)C(=O)/N=N/C(=O)N(C)C (tetramethylazodicarboxamide), [Si](C)(C)(C(C)(C)C)O[C@H]1CCC=C([C@H]1O)CCN(S(=O)(=O)C1=CC=C(C=C1)C)C (N-(2-((5S,6R)-5-((tert-Butyldimethylsilyl)oxy)-6-hydroxycyclohex-1-en-1-yl)ethyl)-N,4-dimethylbenzenesulfonamide), OC=1C=C(C=O)C=CC1OCOC (3-Hydroxy-4-(methoxymethoxy)benzaldehyde), P(CCCC)(CCCC)CCCC (PBu3). The solvent is C1CCOC1 (THF). Run at time 22 hour. The product is [Si](C)(C)(C(C)(C)C)O[C@H]1CCC=C([C@@H]1OC1=C(C=CC(=C1)C=O)OCOC)CCN(S(=O)(=O)C1=CC=C(C=C1)C)C (N-(2-((5S,6S)-5-((Tert-butyldimethylsilyl)oxy)-6-(5-formyl-2-(methoxymethoxy)phenoxy) cyclohex-1-en-1-yl)ethyl)-N,4-dimethylbenzenesulfonamide). The yield is 51.2%. Reaction SMILES: [Si:1]([O:8][C@@H:9]1[C@H:14]([OH:15])[C:13]([CH2:16][CH2:17][N:18]([CH3:29])[S:19]([C:22]2[CH:27]=[CH:26][C:25]([CH3:28])=[CH:24][CH:23]=2)(=[O:21])=[O:20])=[CH:12][CH2:11][CH2:10]1)([C:4]([CH3:7])([CH3:6])[CH3:5])([CH3:3])[CH3:2].O[C:31]1[CH:32]=[C:33]([CH:36]=[CH:37][C:38]=1[O:39][CH2:40][O:41][CH3:42])[CH:34]=[O:35].P(CCCC)(CCCC)CCCC.CN(C(/N=N/C(N(C)C)=O)=O)C>C1COCC1>[Si:1]([O:8][C@@H:9]1[C@@H:14]([O:15][C:31]2[CH:32]=[C:33]([CH:34]=[O:35])[CH:36]=[CH:37][C:38]=2[O:39][CH2:40][O:41][CH3:42])[C:13]([CH2:16][CH2:17][N:18]([CH3:29])[S:19]([C:22]2[CH:23]=[CH:24][C:25]([CH3:28])=[CH:26][CH:27]=2)(=[O:20])=[O:21])=[CH:12][CH2:11][CH2:10]1)([C:4]([CH3:5])([CH3:6])[CH3:7])([CH3:2])[CH3:3]. Procedure details: To a solution of alcohol 14 (190 mg, 0.43 mmol) and phenol 18 (102 mg, 0.56 mmol) in THF (6 mL) at −10° C. was added PBu3 (0.15 mL, 0.65 mmol) followed by tetramethylazodicarboxamide (TMAD) (111 mg, 0.65 mmol). The reaction mixture was slowly warmed to room temperature and was stirred for 22 hours. Solvent was evaporated under reduced pressure and purified by flash column chromatography on silica gel using [hexane/EtOAc (80:20)→hexane/EtOAc (50:50)] as eluent to isolate product 19b (130 mg, 0.22... The reactants are CCC1(O)CC(=O)OCc2c1cc1n(c2=O)Cc2cc3ccc(F)cc3nc2-1, CC(C)(C)CCC=O. Yields the product CCC1(O)CC(=O)OCc2c1cc1n(c2=O)Cc2c-1nc1cc(F)ccc1c2CCC(C)(C)C. As a reaction SMILES: [CH2:1]([CH3:2])[C:3]1([OH:28])[CH2:4][C:5](=[O:27])[O:6][CH2:7][c:8]2[c:9](=[O:26])[n:10]3[c:23]([cH:24][c:25]21)-[c:13]1[c:12]([cH:21][c:20]2[c:15]([n:14]1)[cH:16][c:17]([F:22])[cH:18][cH:19]2)[CH2:11]3.[CH3:29][C:30]([CH2:31][CH2:32][CH:33]=[O:34])([CH3:35])[CH3:36]>>[CH2:1]([CH3:2])[C:3]1([OH:28])[CH2:4][C:5](=[O:27])[O:6][CH2:7][c:8]2[c:9](=[O:26])[n:10]3[c:23]([cH:24][c:25]21)-[c:13]1[c:12]([c:21]([CH2:32][CH2:31][C:30]([CH3:29])([CH3:35])[CH3:36])[c:20]2[c:15]([n:14]1)[cH:16][c:17]([F:22])[cH:18][cH:19]2)[CH2:11]3. Reactants: C(C)C1=CC=C(CSC=2C=C(C(N(C2)COC)=O)OCOC)C=C1 (5-[(4-ethylbenzyl)sulfanyl]-3-(methoxymethoxy)-1-(methoxymethyl)pyridin-2(1H)-one), C(C)C1=CC=C(CSC=2C=C(C(N(C2)COC)=O)OCOC)C=C1 (5-[(4-ethylbenzyl)sulfanyl]-3-(methoxymethoxy)-1-(methoxymethyl)pyridin-2(1H)-one), ClCC1=NC=C(C=C1)C (2-chloromethyl-5-methylpyridine). Product: COCOC=1C(N(C=C(C1)SCC1=NC=C(C=C1)C)COC)=O (3-(Methoxymethoxy)-1-(methoxymethyl)-5-{[(5-methylpyridin-2-yl)methyl]sulfanyl}pyridin-2(1H)-one). RXN SMILES: [CH2:1]([C:3]1[CH:24]=C[C:6]([CH2:7][S:8][C:9]2[CH:10]=[C:11]([O:19][CH2:20][O:21][CH3:22])[C:12](=[O:18])[N:13]([CH2:15][O:16][CH3:17])[CH:14]=2)=[CH:5][CH:4]=1)C.ClCC1C=CC(C)=C[N:28]=1>>[CH3:22][O:21][CH2:20][O:19][C:11]1[C:12](=[O:18])[N:13]([CH2:15][O:16][CH3:17])[CH:14]=[C:9]([S:8][CH2:7][C:6]2[CH:5]=[CH:4][C:3]([CH3:1])=[CH:24][N:28]=2)[CH:10]=1. Procedure: Prepared as described for 5-[(4-ethylbenzyl)sulfanyl]-3-(methoxymethoxy)-1-(methoxymethyl)pyridin-2(1H)-one (Intermediate 17) but using 2-chloromethyl-5-methylpyridine instead of 1-(chloromethyl)-4-ethylbenzene.